Dataset: the Open Reaction Database (ORD), a public repository of structured organic reaction records. Task: describe an organic reaction: reactants, conditions, products, and yield Starting materials: CC=CCC1Cc2ccc(Br)cc2C1=O, CO, ClCCl, O=[O+][O-]. Product: O=CCC1Cc2ccc(Br)cc2C1=O. As a reaction SMILES: [CH2:4]([CH:5]=[CH:6][CH3:7])[CH:8]1[C:9](=[O:18])[c:10]2[cH:11][c:12]([Br:17])[cH:13][cH:14][c:15]2[CH2:16]1.[CH3:22][OH:23].[Cl:19][CH2:20][Cl:21].[O-:1][O+:2]=[O:3]>>[O:1]=[CH:5][CH2:4][CH:8]1[C:9](=[O:18])[c:10]2[cH:11][c:12]([Br:17])[cH:13][cH:14][c:15]2[CH2:16]1. Reactants: Cl.CN(CCCN=C=NCC)C (1-(3-dimethylaminopropyl)-3-ethylcarbodiimide hydrochloride), ON1N=NC2=C1C=CC=C2 (1-hydroxybenzotriazole), C(C1=CC=CC=C1)OC(=O)NC1(CC1)C(=O)O (1-{[(benzyloxy)carbonyl]amino}cyclopropanecarboxylic acid), C(C1=CC=CC=C1)NCC(=O)OCC (ethyl N-benzylglycinate). The solvent is ClCCl (dichloromethane). Reaction conditions: time 24 hour. Yields the product C(C1=CC=CC=C1)N(CC(=O)OCC)C(=O)C1(CC1)NC(=O)OCC1=CC=CC=C1 (ethyl N-benzyl-N-[(1-{[(benzyloxy)carbonyl]amino}cyclopropyl)carbonyl]glycinate). Isolated yield 87.0%. Reaction SMILES: Cl.CN(C)CCCN=C=NCC.ON1C2C=CC=CC=2N=N1.[CH2:23]([O:30][C:31]([NH:33][C:34]1([C:37]([OH:39])=O)[CH2:36][CH2:35]1)=[O:32])[C:24]1[CH:29]=[CH:28][CH:27]=[CH:26][CH:25]=1.[CH2:40]([NH:47][CH2:48][C:49]([O:51][CH2:52][CH3:53])=[O:50])[C:41]1[CH:46]=[CH:45][CH:44]=[CH:43][CH:42]=1>ClCCl>[CH2:40]([N:47]([C:37]([C:34]1([NH:33][C:31]([O:30][CH2:23][C:24]2[CH:25]=[CH:26][CH:27]=[CH:28][CH:29]=2)=[O:32])[CH2:35][CH2:36]1)=[O:39])[CH2:48][C:49]([O:51][CH2:52][CH3:53])=[O:50])[C:41]1[CH:46]=[CH:45][CH:44]=[CH:43][CH:42]=1 |f:0.1|. Procedure: 1-(3-dimethylaminopropyl)-3-ethylcarbodiimide hydrochloride (21.0 g, 110 mmol) and 1-hydroxybenzotriazole (2.70 g, 20 mmol) were added to a dichloromethane (235 ml) solution of 1-{[(benzyloxy)carbonyl]amino}cyclopropanecarboxylic acid (23.5 g, 100 mmol) and ethyl N-benzylglycinate (19.3 g, 100 mmol) under ice cooling and the resulting mixture was stirred at room temperature for 24 hours. The solvent was concentrated under reduced pressure and then the residue was diluted with ethyl acetate, wash... The reactants are COc1cccc(Br)n1, O=C([O-])[O-], [Cs+], [Cs+], C1COCCO1, O, O=C(Nc1ccccc1)c1cn2cc(B(O)O)ccc2n1. Product: COc1cccc(-c2ccc3nc(C(=O)Nc4ccccc4)cn3c2)n1. Reaction SMILES: [Br:7][c:8]1[n:9][c:10]([O:14][CH3:15])[cH:11][cH:12][cH:13]1.[C:1](=[O:2])([O-:3])[O-:4].[Cs+:5].[Cs+:6].[O:37]1[CH2:38][CH2:39][O:40][CH2:41][CH2:42]1.[OH2:43].[c:16]1([NH:22][C:23](=[O:24])[c:25]2[n:26][c:27]3[n:28]([cH:29][c:30]([B:33]([OH:34])[OH:35])[cH:31][cH:32]3)[cH:36]2)[cH:17][cH:18][cH:19][cH:20][cH:21]1>>[c:8]1(-[c:30]2[cH:29][n:28]3[c:27]([n:26][c:25]([C:23]([NH:22][c:16]4[cH:17][cH:18][cH:19][cH:20][cH:21]4)=[O:24])[cH:36]3)[cH:32][cH:31]2)[n:9][c:10]([O:14][CH3:15])[cH:11][cH:12][cH:13]1. The reactants are solution, C(CCCCCCC)OC=1C=NC(=NC1)C1=CC=C(C=C1)Br (5-octyloxy-2-(4-bromophenyl)-pyrimidine), tetrakis-triphenylphosphine palladium, [OH-].[Na+] (sodium hydroxide), aqueous solution, [OH-].[Na+] (sodium hydroxide), aqueous solution, OO (hydrogen peroxide), E-6-acetoxy-1-heptenylcatecholborane. Solvent: O1CCCC1 (tetrahydrofuran), O1CCCC1 (tetrahydrofuran). Run at time 6 hour. Yields the product C(CCCCCCC)OC=1C=NC(=NC1)C1=CC=C(C=C1)\C=C\CCCC(C)OC(C)=O (5-octyloxy-2-{4-(6-acetoxy-1-trans-heptenyl)-phenyl}-pyrimidine). The yield is 160.9%. Reaction SMILES: [CH2:1]([O:9][C:10]1[CH:11]=[N:12][C:13]([C:16]2[CH:21]=[CH:20][C:19](Br)=[CH:18][CH:17]=2)=[N:14][CH:15]=1)[CH2:2][CH2:3][CH2:4][CH2:5][CH2:6][CH2:7][CH3:8].[OH-:23].[Na+].OO>O1CCCC1>[CH2:1]([O:9][C:10]1[CH:11]=[N:12][C:13]([C:16]2[CH:21]=[CH:20][C:19](/[CH:13]=[CH:16]/[CH2:17][CH2:18][CH2:19][CH:20]([O:23][C:1](=[O:9])[CH3:2])[CH3:21])=[CH:18][CH:17]=2)=[N:14][CH:15]=1)[CH2:2][CH2:3][CH2:4][CH2:5][CH2:6][CH2:7][CH3:8] |f:1.2|. Procedure details: Apart from the above, inner atmosphere of a four-necked flask equipped with a stirring device, a reflux condenser and a thermometer was replaced with nitrogen gas, and then the flask was charged with 6.2 g (17 mmol) of 5-octyloxy-2-(4-bromophenyl)-pyrimidine, 0.23 g (0.2 mmol) of tetrakis-triphenylphosphine-palladium, 2.4 g (60 mmol) of sodium hydroxide and 60 ml of tetrahydrofuran. Subsequently, 50 ml of a solution prepared by dissolving 20 mmol of the above-obtained E-6-acetoxy-1-heptenylcatec... The solvent is CC(=O)C (acetone). Yields the product C(C1=CC=CC=C1)ON=C(C(=O)OC)C(=O)C (methyl 2-benzyloxyiminoacetoacetate). Yield: 77.2%. Starting materials: ON=C(C(=O)OC)C(=O)C (methyl 2-hydroxyiminoacetoacetate), C(C1=CC=CC=C1)Cl (benzyl chloride), C([O-])([O-])=O.[K+].[K+] (potassium carbonate), O (water). Procedure: To a solution of 15.0 g (103 mmol) of methyl 2-hydroxyiminoacetoacetate in 200 ml of acetone, 14.4 g (113 mmol) of benzyl chloride and 21.4 g (155 mmol) of potassium carbonate were added and the mixture was heated under reflux for 15 hours. The reaction mixture was combined with 200 ml of water and extracted three times with 200 ml of diethylether. After washing with water and a saturated aqueous sodium chloride followed by drying over with anhydrous magnesium sulfate, the solvent was distilled ... As a reaction SMILES: [OH:1][N:2]=[C:3]([C:8]([CH3:10])=[O:9])[C:4]([O:6][CH3:7])=[O:5].[CH2:11](Cl)[C:12]1[CH:17]=[CH:16][CH:15]=[CH:14][CH:13]=1.C(=O)([O-])[O-].[K+].[K+].O>CC(C)=O>[CH2:11]([O:1][N:2]=[C:3]([C:8]([CH3:10])=[O:9])[C:4]([O:6][CH3:7])=[O:5])[C:12]1[CH:17]=[CH:16][CH:15]=[CH:14][CH:13]=1 |f:2.3.4|. Starting materials: BrCC1CC1, CC(C)Cc1cn(-c2ccccc2C(F)(F)F)c(=O)[nH]1. Yields the product CC(C)Cc1cn(-c2ccccc2C(F)(F)F)c(=O)n1CC1CC1. Reaction SMILES: [Br:21][CH2:22][CH:23]1[CH2:24][CH2:25]1.[CH2:1]([CH:2]([CH3:3])[CH3:4])[c:5]1[nH:6][c:7](=[O:20])[n:8](-[c:10]2[c:11]([C:16]([F:17])([F:18])[F:19])[cH:12][cH:13][cH:14][cH:15]2)[cH:9]1>>[CH2:1]([CH:2]([CH3:3])[CH3:4])[c:5]1[n:6]([CH2:22][CH:23]2[CH2:24][CH2:25]2)[c:7](=[O:20])[n:8](-[c:10]2[c:11]([C:16]([F:17])([F:18])[F:19])[cH:12][cH:13][cH:14][cH:15]2)[cH:9]1. Starting materials: CO, C[O-], CC(=O)SC1COC(COc2ccc(F)cc2)C1, [Na+], C1CCOC1. Yields the product Fc1ccc(OCC2CC(S)CO2)cc1. RXN SMILES: [CH3:19][OH:20].[CH3:21][O-:22].[F:1][c:2]1[cH:3][cH:4][c:5]([O:6][CH2:7][CH:8]2[CH2:9][CH:10]([S:13][C:14](=[O:15])[CH3:16])[CH2:11][O:12]2)[cH:17][cH:18]1.[Na+:23].[O:24]1[CH2:25][CH2:26][CH2:27][CH2:28]1>>[F:1][c:2]1[cH:3][cH:4][c:5]([O:6][CH2:7][CH:8]2[CH2:9][CH:10]([SH:13])[CH2:11][O:12]2)[cH:17][cH:18]1. Reactants: N1(C=NC2=C1C=CC=C2)CC2=CC=C(C=C2)C=2C(=CC=CC2)C(=O)OC(C)(C)C (tert.butyl 4'-[(benzimidazol-1-yl)-methyl]biphenyl-2-carboxylate), FC(C(=O)O)(F)F (trifluoroacetic acid). Product: N1(C=NC2=C1C=CC=C2)CC2=CC=C(C=C2)C=2C(=CC=CC2)C(=O)O (4'-[(Benzimidazol-1-yl)-methyl]biphenyl-2-carboxylic acid). RXN SMILES: [N:1]1([CH2:10][C:11]2[CH:16]=[CH:15][C:14]([C:17]3[C:18]([C:23]([O:25]C(C)(C)C)=[O:24])=[CH:19][CH:20]=[CH:21][CH:22]=3)=[CH:13][CH:12]=2)[C:5]2[CH:6]=[CH:7][CH:8]=[CH:9][C:4]=2[N:3]=[CH:2]1.FC(F)(F)C(O)=O>>[N:1]1([CH2:10][C:11]2[CH:12]=[CH:13][C:14]([C:17]3[C:18]([C:23]([OH:25])=[O:24])=[CH:19][CH:20]=[CH:21][CH:22]=3)=[CH:15][CH:16]=2)[C:5]2[CH:6]=[CH:7][CH:8]=[CH:9][C:4]=2[N:3]=[CH:2]1. Reported procedure: Prepared in analogous manner to Example 9 from tert.butyl 4'-[(benzimidazol-1-yl)-methyl]biphenyl-2-carboxylate and trifluoroacetic acid.